This data is from the Open Reaction Database (ORD), a public repository of structured organic reaction records. The task is: describe an organic reaction: reactants, conditions, products, and yield Reactants: Cl.COC1=C(C[C@H]2[C@H](N(CCC2)N)C2=CC=CC=C2)C=C(C=C1)OC(F)(F)F ((2S,3S)-3-(2-methoxy-5-trifluoromethoxybenzyl)-amino-2-phenylpiperidine hydrochloride salt), OC1=C(C=O)C=C(C=C1)OC(F)(F)F (2-hydroxy-5-trifluoromethoxybenzaldehyde). The product is Cl.OC1=C(C[C@H]2[C@H](N(CCC2)N)C2=CC=CC=C2)C=C(C=C1)OC(F)(F)F ((2S,3S)-3-(2-Hydroxy-5-trifluoromethoxybenzyl)-amino-2-phenylpiperidine Hydrochloride). RXN SMILES: [ClH:1].C[O:3][C:4]1[CH:23]=[CH:22][C:21]([O:24][C:25]([F:28])([F:27])[F:26])=[CH:20][C:5]=1[CH2:6][C@@H:7]1[CH2:12][CH2:11][CH2:10][N:9]([NH2:13])[C@@H:8]1[C:14]1[CH:19]=[CH:18][CH:17]=[CH:16][CH:15]=1.OC1C=CC(OC(F)(F)F)=CC=1C=O>>[ClH:1].[OH:3][C:4]1[CH:23]=[CH:22][C:21]([O:24][C:25]([F:28])([F:26])[F:27])=[CH:20][C:5]=1[CH2:6][C@@H:7]1[CH2:12][CH2:11][CH2:10][N:9]([NH2:13])[C@@H:8]1[C:14]1[CH:15]=[CH:16][CH:17]=[CH:18][CH:19]=1 |f:0.1,3.4|. Procedure details: The title compound was prepared in a manner similar to the compound of Example 4 by replacing 2-methoxy-5-trifluoromethoxybenzaldehyde with 2-hydroxy-5-trifluoromethoxybenzaldehyde. Starting materials: CN(C)C1=CC=C(C2=C1C[C@H]3C[C@H]4[C@@H](C(=C(C(=O)[C@]4(C(=C3C2=O)O)O)C(=O)N)O)N(C)C)O (minocycline), C[C@H]1/C=C/C=C/C=C/C=C/C=C/C=C/C=C/[C@@H](C[C@H]2[C@@H]([C@H](C[C@](O2)(C[C@H](C[C@H]([C@@H](CC[C@H](C[C@H](CC(=O)O[C@H]([C@@H]([C@@H]1O)C)C)O)O)O)O)O)O)O)C(=O)O)O[C@H]3[C@H]([C@H]([C@@H]([C@H](O3)C)O)N)O (amphotericin B), [OH-].[Na+] (NaOH), [Cl-].[Cl-].[Ca+2] (CaCl2), CN(C)C1=CC=C(C2=C1C[C@H]3C[C@H]4[C@@H](C(=C(C(=O)[C@]4(C(=C3C2=O)O)O)C(=O)N)O)N(C)C)O (minocycline). Run in [Mg+2].[Cl-].[Cl-] (MgCl2), [Mg+2].[Cl-].[Cl-] (MgCl2). Reaction conditions: time 3.5 minute. Yields the product CN(C)C1=CC=C(C2=C1C[C@H]3C[C@H]4[C@@H](C(=C(C(=O)[C@]4(C(=C3C2=O)O)O)C(=O)N)O)N(C)C)O.Cl (Minocycline HCl). As a reaction SMILES: [CH3:1][N:2]([C:4]1[C:9]2[CH2:10][C@@H:11]3[C:21]([C:22](=[O:23])[C:8]=2[C:7]([OH:33])=[CH:6][CH:5]=1)=[C:20]([OH:24])[C@@:19]1([OH:25])[C@H:13]([C@H:14]([N:30]([CH3:32])[CH3:31])[C:15]([OH:29])=[C:16]([C:26]([NH2:28])=[O:27])[C:17]1=[O:18])[CH2:12]3)[CH3:3].[Cl-:34].[Cl-].[Ca+2].C[C@@H]1[C@@H](O)[C@@H](C)[C@H](C)OC(=O)C[C@H](O)C[C@H](O)CC[C@@H](O)[C@H](O)C[C@H](O)C[C@@]2(O)O[C@H]([C@H](C(O)=O)[C@@H](O)C2)C[C@@H](O[C@@H]2O[C@H](C)[C@@H](O)[C@H](N)[C@@H]2O)C=CC=CC=CC=CC=CC=CC=C1.[OH-].[Na+]>[Mg+2].[Cl-].[Cl-]>[CH3:3][N:2]([C:4]1[C:9]2[CH2:10][C@@H:11]3[C:21]([C:22](=[O:23])[C:8]=2[C:7]([OH:33])=[CH:6][CH:5]=1)=[C:20]([OH:24])[C@@:19]1([OH:25])[C@H:13]([C@H:14]([N:30]([CH3:32])[CH3:31])[C:15]([OH:29])=[C:16]([C:26]([NH2:28])=[O:27])[C:17]1=[O:18])[CH2:12]3)[CH3:1].[ClH:34] |f:1.2.3,5.6,7.8.9,10.11|. Reported procedure: In vitro hemolysis of rabbit red blood cells (RBCs) after exposure to minocycline formulated in MgCl2 or CaCl2 was compared to in vitro hemolysis of RBCs after exposure to minocycline in saline, or exposure to amphotericin B. Minocycline HCl (LKT laboratories) stock solutions were prepared with MgCl2 in saline, saline, or lactated ringer, and the pH was adjusted with NaOH. Rabbit and sheep red blood cells (RBCs) were obtained from Innovative Research laboratory (Michigan, USA). Immediately befor... Starting materials: [Mg] (magnesium), CI (methyl iodide), CC1=C(C(=CC(=C1)C)C)CC(=O)OC (methyl (2,4,6-trimethylphenyl)acetate), C(C)OCC (diethyl ether). Yields the product CC(CC1=C(C=C(C=C1C)C)C)(C)O (2-methyl-1-(2,4,6-trimethylphenyl)propan-2-ol). Isolated yield 79.0%. RXN SMILES: [Mg].[CH3:2]I.[CH3:4][C:5]1[CH:10]=[C:9]([CH3:11])[CH:8]=[C:7]([CH3:12])[C:6]=1[CH2:13]C(OC)=O.C([O:20][CH2:21][CH3:22])C>>[CH3:2][C:21]([OH:20])([CH3:22])[CH2:13][C:6]1[C:7]([CH3:12])=[CH:8][C:9]([CH3:11])=[CH:10][C:5]=1[CH3:4]. Procedure: 97 g (79%) of the title compound is prepared from 38 g of magnesium and 222 g of methyl iodide in 1.2 L of diethyl ether and 116 g of methyl (2,4,6-trimethylphenyl)acetate under standard conditions in a Grignard reaction. bp15: 140° C. RXN SMILES: [OH:1][C:2]1[C:11]2[C:6](=[CH:7][CH:8]=[CH:9][CH:10]=2)[C:5]([CH2:12][CH2:13][CH2:14][CH2:15][NH:16][C:17](=[O:26])[O:18][CH2:19][C:20]2[CH:25]=[CH:24][CH:23]=[CH:22][CH:21]=2)=[CH:4][CH:3]=1.[O:27]1[CH2:29][CH:28]1[CH2:30][OH:31]>CCO.C(N(CC)CC)C>[OH:27][CH:28]([CH2:30][OH:31])[CH2:29][O:1][C:2]1[C:11]2[C:6](=[CH:7][CH:8]=[CH:9][CH:10]=2)[C:5]([CH2:12][CH2:13][CH2:14][CH2:15][NH:16][C:17](=[O:26])[O:18][CH2:19][C:20]2[CH:25]=[CH:24][CH:23]=[CH:22][CH:21]=2)=[CH:4][CH:3]=1. Procedure: A solution of benzyl 4-(4-hydroxynaphthalen-1-yl)butylcarbamate (20, 287 mg, 0.82 mmole), oxiran-2-ylmethanol (21, 0.07 mL, 1.00 mmole) and triethylamine (0.01 mL, 0.05 mmole) in absolute EtOH (9.28 mL) was subjected to microwave irradiation at 130° C. for 30 min. The reaction mixture was concentrated in vacuo and the residue was purified by column chromatography (silical gel, 95:5 CH2Cl2/MeOH) to afford butylcarbamate 22 (293 mg, 83%) as a light yellow thick oil: 1H NMR (300 MHz, CDCl3) δ 8.24 ... Reagents/catalysts: C(C)N(CC)CC (triethylamine). Product: OC(COC1=CC=C(C2=CC=CC=C12)CCCCNC(OCC1=CC=CC=C1)=O)CO (Benzyl 4-[4-(2,3-Dihydroxypropoxy)naphthalen-1-yl]butylcarbamate). The yield is 84.4%. Run in CCO (EtOH). Starting materials: OC1=CC=C(C2=CC=CC=C12)CCCCNC(OCC1=CC=CC=C1)=O (Benzyl 4-(4-Hydroxynaphthalen-1-yl)butylcarbamate), O1C(C1)CO (oxiran-2-ylmethanol). Reactants: CS(=O)(=O)Cl, CCN(C(C)C)C(C)C, CN1C(=O)CCc2ccc(NC(=O)c3ccc(Cl)cc3NCCO)cc21, C1CCOC1. Yields the product CN1C(=O)CCc2ccc(NC(=O)c3ccc(Cl)cc3NCCOS(C)(=O)=O)cc21. Reaction SMILES: [CH3:36][S:37]([Cl:38])(=[O:39])=[O:40].[CH:27]([N:28]([CH:29]([CH3:30])[CH3:31])[CH2:32][CH3:33])([CH3:34])[CH3:35].[Cl:1][c:2]1[cH:3][c:4]([NH:23][CH2:24][CH2:25][OH:26])[c:5]([C:6](=[O:7])[NH:8][c:9]2[cH:10][cH:11][c:12]3[c:17]([cH:18]2)[N:16]([CH3:19])[C:15](=[O:20])[CH2:14][CH2:13]3)[cH:21][cH:22]1.[O:41]1[CH2:42][CH2:43][CH2:44][CH2:45]1>>[Cl:1][c:2]1[cH:3][c:4]([NH:23][CH2:24][CH2:25][O:26][S:37]([CH3:36])(=[O:39])=[O:40])[c:5]([C:6](=[O:7])[NH:8][c:9]2[cH:10][cH:11][c:12]3[c:17]([cH:18]2)[N:16]([CH3:19])[C:15](=[O:20])[CH2:14][CH2:13]3)[cH:21][cH:22]1. Starting materials: Cc1cnc(CN(Cc2nccc3ccccc23)C2CCNCC2)c(C)c1, CCN(C(C)C)C(C)C, CN(C)C=O, O=C(Nc1ncc[nH]1)n1ccnc1. Product: Cc1cnc(CN(Cc2nccc3ccccc23)C2CCN(C(=O)Nc3ncc[nH]3)CC2)c(C)c1. Reaction SMILES: [CH3:1][c:2]1[c:3]([CH2:9][N:10]([CH:11]2[CH2:12][CH2:13][NH:14][CH2:15][CH2:16]2)[CH2:17][c:18]2[n:19][cH:20][cH:21][c:22]3[cH:23][cH:24][cH:25][cH:26][c:27]23)[n:4][cH:5][c:6]([CH3:8])[cH:7]1.[CH:28]([N:29]([CH2:30][CH3:31])[CH:32]([CH3:33])[CH3:34])([CH3:35])[CH3:36].[O:50]=[CH:51][N:52]([CH3:53])[CH3:54].[nH:37]1[c:38]([NH:42][C:43](=[O:44])[n:45]2[cH:46][cH:47][n:48][cH:49]2)[n:39][cH:40][cH:41]1>>[CH3:1][c:2]1[c:3]([CH2:9][N:10]([CH:11]2[CH2:12][CH2:13][N:14]([C:43]([NH:42][c:38]3[nH:37][cH:41][cH:40][n:39]3)=[O:44])[CH2:15][CH2:16]2)[CH2:17][c:18]2[n:19][cH:20][cH:21][c:22]3[cH:23][cH:24][cH:25][cH:26][c:27]23)[n:4][cH:5][c:6]([CH3:8])[cH:7]1.